This data is from the Open Reaction Database (ORD), a public repository of structured organic reaction records. The task is: describe an organic reaction: reactants, conditions, products, and yield Starting materials: C1CCOC1, CCOC(=O)c1cc2c(C=O)cc3c4ccccc4ccc3c2o1, Cl, O. Product: O=Cc1cc2c3ccccc3ccc2c2occc12. Reaction SMILES: [CH2:25]1[O:26][CH2:27][CH2:28][CH2:29]1.[CH:1](=[O:2])[c:3]1[cH:4][c:5]2[c:6]3[cH:7][cH:8][cH:9][cH:10][c:11]3[cH:12][cH:13][c:14]2[c:15]2[o:16][c:17]([C:20]([O:21][CH2:22][CH3:23])=[O:24])[cH:18][c:19]12.[ClH:30].[OH2:31]>>[CH:1](=[O:2])[c:3]1[cH:4][c:5]2[c:6]3[cH:7][cH:8][cH:9][cH:10][c:11]3[cH:12][cH:13][c:14]2[c:15]2[o:16][cH:17][cH:18][c:19]12. The reactants are NC=1C(=CC(=C(C1)N1C=C(C(C2=CC(=C(C(=C12)C)F)F)=O)C(=O)O)F)F (1-(5-Amino-2,4-difluorophenyl)-6,7-difluoro-8-methyl-4-oxo-1,4-dihydroquinoline-3-carboxylic acid), C(O)CN (monoethanolamine), CN1CCCC1 (N-methylpyrrolidine). Solvent: N1=CC=CC=C1 (pyridine). Run at temperature 90 celsius, time 71 hour. Product: NC=1C(=CC(=C(C1)N1C=C(C(C2=CC(=C(C(=C12)C)NCCO)F)=O)C(=O)O)F)F (1-(5-Amino-2,4-difluorophenyl)-6-fluoro-7-(2-hyroxyethylamino)-8-methyl-4-oxo-1,4-dihydroquinoline-3-carboxylic Acid). Yield: 11.1%. Reaction SMILES: [NH2:1][C:2]1[C:3]([F:26])=[CH:4][C:5]([F:25])=[C:6]([N:8]2[C:17]3[C:12](=[CH:13][C:14]([F:20])=[C:15](F)[C:16]=3[CH3:18])[C:11](=[O:21])[C:10]([C:22]([OH:24])=[O:23])=[CH:9]2)[CH:7]=1.[CH2:27]([CH2:29][NH2:30])[OH:28].CN1CCCC1>N1C=CC=CC=1>[NH2:1][C:2]1[C:3]([F:26])=[CH:4][C:5]([F:25])=[C:6]([N:8]2[C:17]3[C:12](=[CH:13][C:14]([F:20])=[C:15]([NH:30][CH2:29][CH2:27][OH:28])[C:16]=3[CH3:18])[C:11](=[O:21])[C:10]([C:22]([OH:24])=[O:23])=[CH:9]2)[CH:7]=1. Reported procedure: 1-(5-Amino-2,4-difluorophenyl)-6,7-difluoro-8-methyl-4-oxo-1,4-dihydroquinoline-3-carboxylic acid (500 mg), monoethanolamine (410 mg) and N-methylpyrrolidine (170 mg) were added to pyridine (1,500 mg), and the mixture was stirred at 90° C. for 71 hours. The reaction mixture was concentrated under reduced pressure. A process of adding ethanol (1.5 ml) to the residue and then concentrating the mixture under reduced pressure was conducted 3 times repeatedly. The resultant residue was subjected to c... The reactants are CC(C)C[Al+]CC(C)C, Cc1ccccc1, CCCCCC, Cl, O=C1NC(=O)C2(CC(=O)Oc3ccc(F)cc32)N1, [H-], C1CCOC1. Yields the product O=C1NC(=O)C2(CC(O)Oc3ccc(F)cc32)N1. As a reaction SMILES: [CH2:27]([Al+:28][CH2:29][CH:30]([CH3:31])[CH3:32])[CH:33]([CH3:34])[CH3:35].[CH3:19][c:20]1[cH:21][cH:22][cH:23][cH:24][cH:25]1.[CH3:37][CH2:38][CH2:39][CH2:40][CH2:41][CH3:42].[ClH:36].[F:1][c:2]1[cH:3][c:4]2[c:9]([cH:10][cH:11]1)[O:8][C:7](=[O:12])[CH2:6][C:5]21[NH:13][C:14](=[O:18])[NH:15][C:16]1=[O:17].[H-:26].[O:43]1[CH2:44][CH2:45][CH2:46][CH2:47]1>>[F:1][c:2]1[cH:3][c:4]2[c:9]([cH:10][cH:11]1)[O:8][CH:7]([OH:12])[CH2:6][C:5]21[NH:13][C:14](=[O:18])[NH:15][C:16]1=[O:17]. Starting materials: B, COc1cc2nccc(Oc3ccc(NC(=O)COc4ccc(Cl)cc4Cl)cc3)c2cc1OC, Cl, [Na+], C1CCOC1, C1CCOC1, [OH-]. Yields the product COc1cc2nccc(Oc3ccc(NCCOc4ccc(Cl)cc4Cl)cc3)c2cc1OC. RXN SMILES: [BH3:40].[CH3:1][O:2][c:3]1[cH:4][c:5]2[c:6]([O:15][c:16]3[cH:17][cH:18][c:19]([NH:22][C:23]([CH2:24][O:25][c:26]4[c:27]([Cl:33])[cH:28][c:29]([Cl:32])[cH:30][cH:31]4)=[O:34])[cH:20][cH:21]3)[cH:7][cH:8][n:9][c:10]2[cH:11][c:12]1[O:13][CH3:14].[ClH:41].[Na+:43].[O:35]1[CH2:36][CH2:37][CH2:38][CH2:39]1.[O:44]1[CH2:45][CH2:46][CH2:47][CH2:48]1.[OH-:42]>>[CH3:1][O:2][c:3]1[cH:4][c:5]2[c:6]([O:15][c:16]3[cH:17][cH:18][c:19]([NH:22][CH2:23][CH2:24][O:25][c:26]4[c:27]([Cl:33])[cH:28][c:29]([Cl:32])[cH:30][cH:31]4)[cH:20][cH:21]3)[cH:7][cH:8][n:9][c:10]2[cH:11][c:12]1[O:13][CH3:14]. The reactants are ClC=1C=C2C=C(NC2=CC1)S(=O)(=O)N1CC(N(CC1)C(=O)C1=NC=C(C=N1)C1=NC=CC=C1)CC (4-[(5-chloroindol-2-yl)sulfonyl]-2-(ethyl)-1-[(5-(pyridin-2-yl)pyrimidin-2-yl]carbonyl]piperazine), ClC1=CC(=CC=C1)C(=O)OO (metachloroperbenzoic acid), C([O-])(O)=O.[Na+] (sodium bicarbonate), S(=O)([O-])[O-].[Na+].[Na+] (sodium sulfite). The solvent is C(Cl)Cl (methylene chloride), C(Cl)Cl (methylene chloride), C(C)O.C(C)OCC (ethanol diethyl ether). Run at time 5 hour. Yields the product ClC=1C=C2C=C(NC2=CC1)S(=O)(=O)N1CC(N(CC1)C(=O)C1=NC=C(C=N1)C1=[N+](C=CC=C1)[O-])CC (2-[2-[[4-[(5-Chloroindol-2-yl)sulfonyl]-2-ethylpiperazin-1-yl]carbonyl]pyrimidin-5-yl]pyridine N-oxide). The yield is 18.3%. As a reaction SMILES: [Cl:1][C:2]1[CH:3]=[C:4]2[C:8](=[CH:9][CH:10]=1)[NH:7][C:6]([S:11]([N:14]1[CH2:19][CH2:18][N:17]([C:20]([C:22]3[N:27]=[CH:26][C:25]([C:28]4[CH:33]=[CH:32][CH:31]=[CH:30][N:29]=4)=[CH:24][N:23]=3)=[O:21])[CH:16]([CH2:34][CH3:35])[CH2:15]1)(=[O:13])=[O:12])=[CH:5]2.ClC1C=CC=C(C(OO)=[O:44])C=1.S([O-])([O-])=O.[Na+].[Na+].C(=O)(O)[O-].[Na+]>C(O)C.C(OCC)C.C(Cl)Cl>[Cl:1][C:2]1[CH:3]=[C:4]2[C:8](=[CH:9][CH:10]=1)[NH:7][C:6]([S:11]([N:14]1[CH2:19][CH2:18][N:17]([C:20]([C:22]3[N:27]=[CH:26][C:25]([C:28]4[CH:33]=[CH:32][CH:31]=[CH:30][N+:29]=4[O-:44])=[CH:24][N:23]=3)=[O:21])[CH:16]([CH2:34][CH3:35])[CH2:15]1)(=[O:13])=[O:12])=[CH:5]2 |f:2.3.4,5.6,7.8|. Procedure: To a methylene chloride solution (50 ml) of 4-[(5-chloroindol-2-yl)sulfonyl]-2-(ethyl)-1-[(5-(pyridin-2-yl)pyrimidin-2-yl]carbonyl]piperazine (234 mg) was added metachloroperbenzoic acid (1.58 g) at room temperature. The resulting mixture was stirred for 5 hours. An aqueous solution (20 ml) of sodium sulfite was added, followed by stirring for 1 hour. To the reaction mixture were added a saturated aqueous solution of sodium bicarbonate and methylene chloride. The water layer was extracted thrice... Starting materials: COC(=O)c1cc(C(OC)OC)cnc1C(=O)OC, Cl, C1CCOC1. Product: COC(=O)c1cc(C=O)cnc1C(=O)OC. As a reaction SMILES: [CH3:1][O:2][CH:3]([c:4]1[cH:5][c:6]([C:14](=[O:15])[O:16][CH3:17])[c:7]([C:10](=[O:11])[O:12][CH3:13])[n:8][cH:9]1)[O:18][CH3:19].[ClH:20].[O:21]1[CH2:22][CH2:23][CH2:24][CH2:25]1>>[O:2]=[CH:3][c:4]1[cH:5][c:6]([C:14](=[O:15])[O:16][CH3:17])[c:7]([C:10](=[O:11])[O:12][CH3:13])[n:8][cH:9]1. Reactants: C(=C)S(=O)(=O)[O-].[Na+] (sodium vinyl sulphonate), C(C)(=O)OC=C (vinyl acetate), C(=C)Cl (vinyl chloride), S(=O)(=O)([O-])OOS(=O)(=O)[O-].[Na+].[Na+] (sodium persulphate). Reaction conditions: time 30 minute. Yields the product C(C)(=O)OC=C.C(=C)Cl (Vinyl acetate vinyl chloride). Reaction SMILES: C(S([O-])(=O)=O)=C.[Na+].[C:8]([O:11][CH:12]=[CH2:13])(=[O:10])[CH3:9].[CH:14]([Cl:16])=[CH2:15].S(OOS([O-])(=O)=O)([O-])(=O)=O.[Na+].[Na+]>>[C:8]([O:11][CH:12]=[CH2:13])(=[O:10])[CH3:9].[CH:14]([Cl:16])=[CH2:15] |f:0.1,4.5.6,7.8|. Procedure: The remainder of the sodium vinyl sulphonate, vinyl acetate, vinyl chloride and sodium persulphate was then added continuously over a period of 4 hours while maintaining a temperature of 73°-75° C. When the additions had been completed, the reaction contents were taken to 80° C. and held at that temperature for 30 minutes. They were then cooled to below 30° C. and removed to another sealed vessel and potassium hydroxide (25% aq. solution 10 g) and formalin (5.7 g) were added with stirring. Starting materials: COC1=C(C=C(C=C1)CC(C(=O)OC)SC)C(NCC1=CC=C(C=C1)C(F)(F)F)=O (methyl 3-[4-methoxy-3-[N-(4-trifluoromethylbenzyl)]carbamoylphenyl]-2-(methylthio)propionate), C1=CC(=CC(=C1)Cl)C(=O)OO (mCPBA). The solvent is C(Cl)Cl (methylene chloride). Conditions: time 30 minute. The product is COC1=C(C=C(C=C1)CC(C(=O)OC)S(=O)C)C(NCC1=CC=C(C=C1)C(F)(F)F)=O (methyl 3-[4-methoxy-3-[N-(4-trifluoromethylbenzyl)]carbamoylphenyl]-2-(methylsulfinyl)-propionate). Isolated yield 78.5%. Reaction SMILES: [CH3:1][O:2][C:3]1[CH:8]=[CH:7][C:6]([CH2:9][CH:10]([S:15][CH3:16])[C:11]([O:13][CH3:14])=[O:12])=[CH:5][C:4]=1[C:17](=[O:30])[NH:18][CH2:19][C:20]1[CH:25]=[CH:24][C:23]([C:26]([F:29])([F:28])[F:27])=[CH:22][CH:21]=1.C1C=C(Cl)C=C(C(OO)=[O:39])C=1>C(Cl)Cl>[CH3:1][O:2][C:3]1[CH:8]=[CH:7][C:6]([CH2:9][CH:10]([S:15]([CH3:16])=[O:39])[C:11]([O:13][CH3:14])=[O:12])=[CH:5][C:4]=1[C:17](=[O:30])[NH:18][CH2:19][C:20]1[CH:21]=[CH:22][C:23]([C:26]([F:29])([F:27])[F:28])=[CH:24][CH:25]=1. Procedure: To a solution of 1.50 g of methyl 3-[4-methoxy-3-[N-(4-trifluoromethylbenzyl)]carbamoylphenyl]-2-(methylthio)propionate in 30 ml of methylene chloride were added 800 mg of mCPBA under cooling with ice, and the mixture was stirred for 30 minutes. The reaction mixture was washed with saturated aqueous solution of sodium bicarbonate and saturated brine in sequence and dried over anhydrous sodium sulfate. Solvent was distilled off under reduced pressure, and the residue obtained was purified by mean... The reactants are ClCCCOc1ccc(Br)cc1, CC(C)C(=O)Nc1cccc(C2CCNCC2)c1. Product: CC(C)C(=O)Nc1cccc(C2CCN(CCCOc3ccc(Br)cc3)CC2)c1. Reaction SMILES: [Br:1][c:2]1[cH:3][cH:4][c:5]([O:8][CH2:9][CH2:10][CH2:11][Cl:12])[cH:6][cH:7]1.[CH3:13][CH:14]([C:15](=[O:16])[NH:17][c:18]1[cH:19][c:20]([CH:24]2[CH2:25][CH2:26][NH:27][CH2:28][CH2:29]2)[cH:21][cH:22][cH:23]1)[CH3:30]>>[Br:1][c:2]1[cH:3][cH:4][c:5]([O:8][CH2:9][CH2:10][CH2:11][N:27]2[CH2:26][CH2:25][CH:24]([c:20]3[cH:19][c:18]([NH:17][C:15]([CH:14]([CH3:13])[CH3:30])=[O:16])[cH:23][cH:22][cH:21]3)[CH2:29][CH2:28]2)[cH:6][cH:7]1. Starting materials: FC(C(CNC(OC(C)(C)C)=O)(C)NC(CO)C1=CC=CC=C1)(F)F (tert-Butyl {3,3,3-trifluoro-2-[(2-hydroxy-1-phenylethyl)amino]-2-methylpropyl}carbamate). The reagents and catalysts are [OH-].[Pd+2].[OH-] (palladium(II) hydroxide). Solvent: C(C)O (ethanol). Reaction conditions: time 16 hour. Yields the product NC(CNC(OC(C)(C)C)=O)(C(F)(F)F)C (rac-tert-Butyl (2-amino-3,3,3-trifluoro-2-methylpropyl)carbamate). Reaction SMILES: [F:1][C:2]([F:25])([F:24])[C:3]([NH:14]C(C1C=CC=CC=1)CO)([CH3:13])[CH2:4][NH:5][C:6](=[O:12])[O:7][C:8]([CH3:11])([CH3:10])[CH3:9]>C(O)C.[OH-].[Pd+2].[OH-]>[NH2:14][C:3]([CH3:13])([C:2]([F:1])([F:24])[F:25])[CH2:4][NH:5][C:6](=[O:12])[O:7][C:8]([CH3:11])([CH3:9])[CH3:10] |f:2.3.4|. Procedure: 39 g (107.6 mmol) of tert-butyl-{3,3,3-trifluoro-2-[(2-hydroxy-1-phenylethyl)amino]-2-methylpropyl}carbamate from Example 50A were initially charged under argon in ethanol (700 ml), and 5.44 g (53.8 mmol) of palladium(II) hydroxide (20% on activated carbon, water-moist, about 60%) were added. The reaction mixture was hydrogenated at standard pressure for 16 h. Then the reaction mixture was filtered through silica gel and concentrated. The residue was purified by means of silica gel chromatograph...